From a dataset of the Open Reaction Database (ORD), a public repository of structured organic reaction records. describe an organic reaction: reactants, conditions, products, and yield The reactants are ClCCl, O=C(OO)c1cccc(Cl)c1, CCOC(=O)N(CCOc1ccc(Oc2cc(F)cc(F)c2)cc1)Sc1ccccc1. Product: CCOC(=O)N(CCOc1ccc(Oc2cc(F)cc(F)c2)cc1)S(=O)c1ccccc1. As a reaction SMILES: [Cl:43][CH2:44][Cl:45].[OH:1][O:2][C:3]([c:4]1[cH:5][c:6]([Cl:7])[cH:8][cH:9][cH:10]1)=[O:11].[c:12]1([S:18][N:19]([C:20]([O:21][CH2:22][CH3:23])=[O:24])[CH2:25][CH2:26][O:27][c:28]2[cH:29][cH:30][c:31]([O:34][c:35]3[cH:36][c:37]([F:42])[cH:38][c:39]([F:41])[cH:40]3)[cH:32][cH:33]2)[cH:13][cH:14][cH:15][cH:16][cH:17]1>>[O:1]=[S:18]([c:12]1[cH:13][cH:14][cH:15][cH:16][cH:17]1)[N:19]([C:20]([O:21][CH2:22][CH3:23])=[O:24])[CH2:25][CH2:26][O:27][c:28]1[cH:29][cH:30][c:31]([O:34][c:35]2[cH:36][c:37]([F:42])[cH:38][c:39]([F:41])[cH:40]2)[cH:32][cH:33]1. The reactants are ( vi ), C[C@@H]1N(CCC1)[C@@H]1CN(CC1)C=1C=C2CCN(CC2=CC1)S(=O)(=O)C1=CC=C(C=C1)C (6-((2S,3′S)-2-methyl-[1,3′]bipyrrolidinyl-1′-yl)-2-(toluene-4-sulfonyl)-1,2,3,4-tetrahydro-isoquinoline), COC(=O)N1CCC2=C(CC1)C=C(C=C2)Br (7-bromo-1,2,4,5-tetrahydro-benzo[d]azepine-3-carboxylic acid methyl ester), C[C@@H]1N(CCC1)[C@@H]1CNCC1 ((2S,3′S)-2-Methyl-[1,3]bipyrrolidinyl). Yields the product COC(=O)N1CCC2=C(CC1)C=C(C=C2)N2C[C@H](CC2)N2[C@H](CCC2)C (7-((2S,3′S)-2-Methyl-[1,3′]bipyrrolidinyl-1′-yl)-1,2,4,5-tetrahydro-benzo[d]azepine-3-carboxylic acid methyl ester). Reaction SMILES: [CH3:1][C@H:2]1[CH2:6][CH2:5][CH2:4][N:3]1[C@H:7]1[CH2:11][CH2:10][N:9](C2C=C3C(=CC=2)CN(S(C2C=CC(C)=CC=2)(=O)=O)CC3)[CH2:8]1.[CH3:32][O:33][C:34]([N:36]1[CH2:42][CH2:41][C:40]2[CH:43]=[C:44](Br)[CH:45]=[CH:46][C:39]=2[CH2:38][CH2:37]1)=[O:35].C[C@H]1CCCN1[C@H]1CCNC1>>[CH3:32][O:33][C:34]([N:36]1[CH2:42][CH2:41][C:40]2[CH:43]=[C:44]([N:9]3[CH2:10][CH2:11][C@H:7]([N:3]4[CH2:4][CH2:5][CH2:6][C@@H:2]4[CH3:1])[CH2:8]3)[CH:45]=[CH:46][C:39]=2[CH2:38][CH2:37]1)=[O:35]. Procedure: This intermediate was synthesized in substantially the same way as intermediate (vi), 6-((2S,3′S)-2-methyl-[1,3′]bipyrrolidinyl-1′-yl)-2-(toluene-4-sulfonyl)-1,2,3,4-tetrahydro-isoquinoline, by condensation of 7-bromo-1,2,4,5-tetrahydro-benzo[d]azepine-3-carboxylic acid methyl ester with (2S,3′S)-2-Methyl-[1,3]bipyrrolidinyl. Reactants: C(C)OC(=O)C=1N(C(=C2C=C(C=CC12)Cl)C1=CC=CC=C1)CCOS(=O)(=O)C (5-chloro-2-{2-[(methylsulfonyl)oxy]ethyl}-3-phenylisoindole-1-carboxylic acid ethyl ester), C(C)NCC (diethylamine). Solvent: CS(=O)C (dimethylsulfoxide). Product: Cl.C(C)OC(=O)C=1N(C(=C2C=C(C=CC12)Cl)C1=CC=CC=C1)CCN(CC)CC (5-chloro-2-[2-(diethylamino)-ethyl]-3-phenylisoindole-1-carboxylic acid ethyl ester hydrochloride). Reaction SMILES: [CH2:1]([O:3][C:4]([C:6]1[N:7]([CH2:22][CH2:23]OS(C)(=O)=O)[C:8]([C:16]2[CH:21]=[CH:20][CH:19]=[CH:18][CH:17]=2)=[C:9]2[C:14]=1[CH:13]=[CH:12][C:11]([Cl:15])=[CH:10]2)=[O:5])[CH3:2].[CH2:29]([NH:31][CH2:32][CH3:33])[CH3:30]>CS(C)=O>[ClH:15].[CH2:1]([O:3][C:4]([C:6]1[N:7]([CH2:22][CH2:23][N:31]([CH2:32][CH3:33])[CH2:29][CH3:30])[C:8]([C:16]2[CH:17]=[CH:18][CH:19]=[CH:20][CH:21]=2)=[C:9]2[C:14]=1[CH:13]=[CH:12][C:11]([Cl:15])=[CH:10]2)=[O:5])[CH3:2] |f:3.4|. Procedure: A solution of 0.84 g. of 5-chloro-2-{2-[(methylsulfonyl)oxy]ethyl}-3-phenylisoindole-1-carboxylic acid ethyl ester in 5 ml. of dimethylsulfoxide is treated with 5 ml. of diethylamine and boiled at reflux for 17 hours under exclusion of light. The excess diethylamine is then evaporated under reduced pressure and the resulting solution poured into 50 ml. of ice-water. After the addition of 3 g. of sodium chloride, the separated, thick oil is extracted with methylene chloride. The organic phase is ... Starting materials: NCC1(CN(CC1)C(=O)OC(C)(C)C)C (1,1-dimethylethyl 3-(aminomethyl)-3-methyl-1-pyrrolidinecarboxylate), O1C[C@]12C[C@H](CCC2)CN2C=NC1=C2C=C(C=C1)C#N (1-[(3S,5S)-1-oxaspiro[2.5]oct-5-ylmethyl]-1H-benzimidazole-6-carbonitrile). Run in C(C)(C)O (isopropanol). Product: C(#N)C=1C=CC2=C(N(C=N2)C[C@@H]2C[C@](CCC2)(O)CNCC2(CN(CC2)C(=O)OC(C)(C)C)C)C1 (1,1-dimethylethyl 3-{[({(1S,3S)-3-[(6-cyano-1H-benzimidazol-1-yl)methyl]-1-hydroxycyclohexaneyl}methyl)amino]methyl}-3-methyl-1-pyrrolidinecarboxylate). The yield is 62.4%. Reaction SMILES: [NH2:1][CH2:2][C:3]1([CH3:15])[CH2:7][CH2:6][N:5]([C:8]([O:10][C:11]([CH3:14])([CH3:13])[CH3:12])=[O:9])[CH2:4]1.[O:16]1[C@:18]2([CH2:23][CH2:22][CH2:21][C@H:20]([CH2:24][N:25]3[C:29]4[CH:30]=[C:31]([C:34]#[N:35])[CH:32]=[CH:33][C:28]=4[N:27]=[CH:26]3)[CH2:19]2)[CH2:17]1>C(O)(C)C>[C:34]([C:31]1[CH:32]=[CH:33][C:28]2[N:27]=[CH:26][N:25]([CH2:24][C@H:20]3[CH2:21][CH2:22][CH2:23][C@:18]([CH2:17][NH:1][CH2:2][C:3]4([CH3:15])[CH2:7][CH2:6][N:5]([C:8]([O:10][C:11]([CH3:14])([CH3:13])[CH3:12])=[O:9])[CH2:4]4)([OH:16])[CH2:19]3)[C:29]=2[CH:30]=1)#[N:35]. Reported procedure: A solution of 1,1-dimethylethyl 3-(aminomethyl)-3-methyl-1-pyrrolidinecarboxylate (0.677 g, 3.16 mmol) and 1-[(3S,5S)-1-oxaspiro[2.5]oct-5-ylmethyl]-1H-benzimidazole-6-carbonitrile (0.844 g, 3.16 mmol) in isopropanol (5 mL) was heated at 102° C. overnight. The reaction mixture was concentrated and purified via silica gel chromatography (ISCO, 40 g silica gel column. Solvent A: DCM; B: MeOH; 0-10% B: 15 min; 10% B: 10 min) to give 1,1-dimethylethyl 3-{[({(1S,3S)-3-[(6-cyano-1H-benzimidazol-1-yl)m...